Dataset: the Open Reaction Database (ORD), a public repository of structured organic reaction records. Task: describe an organic reaction: reactants, conditions, products, and yield Starting materials: COC(=O)Cc1ccc(-c2ccc(-c3nc(C(N)=O)c(C)nc3C)cc2)c(Cl)c1, N. The product is Cc1nc(C)c(-c2ccc(-c3ccc(CC(N)=O)cc3Cl)cc2)nc1C(N)=O. RXN SMILES: [C:1]([NH2:2])(=[O:3])[c:4]1[c:5]([CH3:29])[n:6][c:7]([CH3:28])[c:8](-[c:10]2[cH:11][cH:12][c:13](-[c:16]3[c:17]([Cl:27])[cH:18][c:19]([CH2:22][C:23](=[O:24])[O:25][CH3:26])[cH:20][cH:21]3)[cH:14][cH:15]2)[n:9]1.[NH3:30]>>[C:1]([NH2:2])(=[O:3])[c:4]1[c:5]([CH3:29])[n:6][c:7]([CH3:28])[c:8](-[c:10]2[cH:11][cH:12][c:13](-[c:16]3[c:17]([Cl:27])[cH:18][c:19]([CH2:22][C:23](=[O:24])[NH2:30])[cH:20][cH:21]3)[cH:14][cH:15]2)[n:9]1. Reactants: BrC1=CC(=C(OC2=C(C=CC=C2)NS(=O)(=O)C2=CC=C(C(=O)O)C=C2)C=C1)Cl (4-[2-(4-bromo-2-chloro-phenoxy)-phenylsulfamoyl]-benzoic acid), Cl.C(C)OC(CN)=O (glycine ethyl ester hydrochloride). The product is C(C)OC(CNC(C1=CC=C(C=C1)S(NC1=C(C=CC=C1)OC1=C(C=C(C=C1)Br)Cl)(=O)=O)=O)=O ({4-[2-(4-Bromo-2-chloro-phenoxy)-phenylsulfamoyl]-benzoylamino}-acetic acid ethyl ester). RXN SMILES: [Br:1][C:2]1[CH:27]=[CH:26][C:5]([O:6][C:7]2[CH:12]=[CH:11][CH:10]=[CH:9][C:8]=2[NH:13][S:14]([C:17]2[CH:25]=[CH:24][C:20]([C:21](O)=[O:22])=[CH:19][CH:18]=2)(=[O:16])=[O:15])=[C:4]([Cl:28])[CH:3]=1.Cl.[CH2:30]([O:32][C:33](=[O:36])[CH2:34][NH2:35])[CH3:31]>>[CH2:30]([O:32][C:33](=[O:36])[CH2:34][NH:35][C:21](=[O:22])[C:20]1[CH:24]=[CH:25][C:17]([S:14](=[O:16])(=[O:15])[NH:13][C:8]2[CH:9]=[CH:10][CH:11]=[CH:12][C:7]=2[O:6][C:5]2[CH:26]=[CH:27][C:2]([Br:1])=[CH:3][C:4]=2[Cl:28])=[CH:18][CH:19]=1)[CH3:31] |f:1.2|. Reported procedure: The title compound was prepared from 4-[2-(4-bromo-2-chloro-phenoxy)-phenylsulfamoyl]-benzoic acid and glycine ethyl ester hydrochloride according to the method described in Example 1.1/d. The reactants are ClCC=1C=C(OC2=NC=C(C=C2)C(F)(F)F)C=C(C1)OCC (2-(3-(Chloromethyl)-5-ethoxyphenoxy)-5-(trifluoromethyl)pyridine), C(C)OP(OCC)OCC (triethylphosphite). Reaction conditions: temperature 150 celsius, time 16 hour. Yields the product C(C)OC=1C=C(CP(OCC)(OCC)=O)C=C(C1)OC1=NC=C(C=C1)C(F)(F)F (Diethyl 3-ethoxy-5-(5-(trifluoromethyl)pyridin-2-yloxy)benzylphosphonate). The yield is 82.0%. As a reaction SMILES: Cl[CH2:2][C:3]1[CH:4]=[C:5]([CH:17]=[C:18]([O:20][CH2:21][CH3:22])[CH:19]=1)[O:6][C:7]1[CH:12]=[CH:11][C:10]([C:13]([F:16])([F:15])[F:14])=[CH:9][N:8]=1.[CH2:23]([O:25][P:26]([O:30]CC)[O:27][CH2:28][CH3:29])[CH3:24]>>[CH2:21]([O:20][C:18]1[CH:19]=[C:3]([CH:4]=[C:5]([O:6][C:7]2[CH:12]=[CH:11][C:10]([C:13]([F:16])([F:15])[F:14])=[CH:9][N:8]=2)[CH:17]=1)[CH2:2][P:26](=[O:30])([O:27][CH2:28][CH3:29])[O:25][CH2:23][CH3:24])[CH3:22]. Procedure details: 2-(3-(Chloromethyl)-5-ethoxyphenoxy)-5-(trifluoromethyl)pyridine from Step 3 was treated neat with triethylphosphite (0.30 mL, 1.75 mmol) and heated to 150° C. After 16 h, the reaction mixture was cooled and purified by silica gel chromatography (0-50%, EtOAc:CH2Cl2) to afford the title compound (400 mg, 82% yield) as a thick oil. Starting materials: N1N=CC=C1 (pyrazole), Cl.N(N)C1=CC=NC=C1 (4-hydrazinopyridine hydrochloride), NC1=CC(=NN1C(=O)OC(C)(C)C)C(=O)OC (5-Amino-1-tert-butoxycarbonyl-3-methoxycarbonylpyrazole), C(C)OC(=O)C1=NN(C(=C1C)N)C1=CC=NC=C1 (5-Amino-4-methyl-1-pyridin-4-yl-1H-pyrazole-3-carboxylic acid ethyl ester), C(C)OC(C(C(C)C#N)=O)=O (3-cyano-3-methyl-2-oxopropanoic acid ethyl ester), N1(CCC(CC1)CCN)C1=CC=NC=C1 (2-(3,4,5,6-tetrahydro-2H-[1,4′]bipyridin-4-yl)ethylamine). Yields the product N1(CCC(CC1)CCNC(=O)C1=NN(C(=C1C)NC(C1=C(C=CC=C1)Cl)=O)C1=CC=NC=C1)C1=CC=NC=C1 (1-(pyridin-4-yl)-4-methyl-5-(2-chloro-benzoylamino)-1H-pyrazole-3-carboxylic acid [2-(3,4,5,6-tetrahydro-2H-[1,4′]bipyridin-4-yl)-ethyl]amide). As a reaction SMILES: N1[CH:5]=[CH:4][CH:3]=N1.C(O[C:9]([C:11]1[C:15]([CH3:16])=[C:14]([NH2:17])[N:13]([C:18]2[CH:23]=[CH:22][N:21]=[CH:20][CH:19]=2)[N:12]=1)=[O:10])C.C(OC(=O)[C:28](=[O:33])[CH:29]([C:31]#N)[CH3:30])C.[ClH:35].N(C1C=CN=CC=1)N.NC1N(C(OC(C)(C)C)=O)N=C(C(OC)=O)C=1.[N:61]1([C:70]2[CH:75]=[CH:74][N:73]=[CH:72][CH:71]=2)[CH2:66][CH2:65][CH:64]([CH2:67][CH2:68][NH2:69])[CH2:63][CH2:62]1>>[N:61]1([C:70]2[CH:75]=[CH:74][N:73]=[CH:72][CH:71]=2)[CH2:66][CH2:65][CH:64]([CH2:67][CH2:68][NH:69][C:9]([C:11]2[C:15]([CH3:16])=[C:14]([NH:17][C:28](=[O:33])[C:29]3[CH:31]=[CH:5][CH:4]=[CH:3][C:30]=3[Cl:35])[N:13]([C:18]3[CH:19]=[CH:20][N:21]=[CH:22][CH:23]=3)[N:12]=2)=[O:10])[CH2:63][CH2:62]1 |f:3.4|. Reported procedure: The pyrazole acid, prepared as described in Procedure 8 using 5-Amino-4-methyl-1-pyridin-4-yl-1H-pyrazole-3-carboxylic acid ethyl ester (prepared as described in Procedure 41 using 3-cyano-3-methyl-2-oxopropanoic acid ethyl ester (U.S. Pat. No. 4,6526,69) and 4-hydrazinopyridine hydrochloride (Apin Chemical, 25637 h)) in place of compound 20, was coupled to 2-(3,4,5,6-tetrahydro-2H-[1,4′]bipyridin-4-yl)ethylamine (prepared as described in Procedure 14) using the method of Procedure 10. Reactants: Cc1ncc[nH]1, [Na], C[Si](C)(CCl)c1ccc(-c2ccccc2)cc1. Product: Cc1nccn1C[Si](C)(C)c1ccc(-c2ccccc2)cc1. RXN SMILES: [CH3:19][c:20]1[nH:21][cH:22][cH:23][n:24]1.[Na:18].[c:1]1(-[c:12]2[cH:13][cH:14][cH:15][cH:16][cH:17]2)[cH:2][cH:3][c:4]([Si:7]([CH3:8])([CH3:9])[CH2:10][Cl:11])[cH:5][cH:6]1>>[c:1]1(-[c:12]2[cH:13][cH:14][cH:15][cH:16][cH:17]2)[cH:2][cH:3][c:4]([Si:7]([CH3:8])([CH3:9])[CH2:10][n:21]2[c:20]([CH3:19])[n:24][cH:23][cH:22]2)[cH:5][cH:6]1. The reactants are N1=CC(=CC=C1)C(=O)C=1C=NC=CC1 (Dipyridin-3-ylmethanone), [OH-].[K+] (KOH), O.NN (Hydrazine monohydrate). Solvent: C(CO)O (ethylene glycol), O (H2O). Reaction conditions: time 1 hour. The product is N1=CC(=CC=C1)CC=1C=NC=CC1 (3-(pyridin-3-ylmethyl)pyridine). Reaction SMILES: [N:1]1[CH:6]=[CH:5][CH:4]=[C:3]([C:7]([C:9]2[CH:10]=[N:11][CH:12]=[CH:13][CH:14]=2)=O)[CH:2]=1.[OH-].[K+].O.NN>C(O)CO.O>[N:1]1[CH:6]=[CH:5][CH:4]=[C:3]([CH2:7][C:9]2[CH:10]=[N:11][CH:12]=[CH:13][CH:14]=2)[CH:2]=1 |f:1.2,3.4|. Procedure: Dipyridin-3-ylmethanone (1-1, 2.630 g, 14.28 mmol) was suspended in ethylene glycol (28 mL). KOH (1.682 g, 29.98 mmol) was added and the reaction was stirred at RT for 1 hr until most of the solids were dissolved. Hydrazine monohydrate (1.596 mL, 32.84 mmol) was added and the mixture was heated to 185° C. After 1 hr 45 min, the reaction was cooled to RT, diluted with H2O (150 mL), and extracted with CH2Cl2 (4×100 mL). The combined organics were washed with water, washed with brine (2×), dried ov... Yields the product CSc1cc2c(cc1C(F)(F)F)N(C(=O)Nc1cccc(C(=O)O)c1)CC2. Reactants: CCOC(=O)c1cccc(NC(=O)N2CCc3cc(SC)c(C(F)(F)F)cc32)c1, CCO, Cl, [Na+], [OH-]. Reaction SMILES: [CH3:1][S:2][c:3]1[cH:4][c:5]2[c:9]([cH:10][c:11]1[C:12]([F:13])([F:14])[F:15])[N:8]([C:16]([NH:17][c:18]1[cH:19][c:20]([C:24](=[O:25])[O:26][CH2:27][CH3:28])[cH:21][cH:22][cH:23]1)=[O:29])[CH2:7][CH2:6]2.[CH3:33][CH2:34][OH:35].[ClH:32].[Na+:31].[OH-:30]>>[CH3:1][S:2][c:3]1[cH:4][c:5]2[c:9]([cH:10][c:11]1[C:12]([F:13])([F:14])[F:15])[N:8]([C:16]([NH:17][c:18]1[cH:19][c:20]([C:24](=[O:25])[OH:26])[cH:21][cH:22][cH:23]1)=[O:29])[CH2:7][CH2:6]2.